Dataset: the Open Reaction Database (ORD), a public repository of structured organic reaction records. Task: describe an organic reaction: reactants, conditions, products, and yield The reactants are CN(CCN1N=CC2=CC(=CC=C12)N)C (1-(2-dimethylamino-ethyl)-1H-indazol-5-ylamine), O(C1=CC=CC=C1)C1=CC=C(C=C1)N=C=O (4-phenoxyphenyl isocyanate). Solvent: C1CCOC1 (THF). Run at temperature 50 celsius. Product: CN(CCN1N=CC2=CC(=CC=C12)NC(=O)NC1=CC=C(C=C1)OC1=CC=CC=C1)C (1-[1-(2-dimethylamino-ethyl)-1H-indazol-5-yl]-3-(4-phenoxy-phenyl)-urea). As a reaction SMILES: [CH3:1][N:2]([CH3:15])[CH2:3][CH2:4][N:5]1[C:13]2[C:8](=[CH:9][C:10]([NH2:14])=[CH:11][CH:12]=2)[CH:7]=[N:6]1.[O:16]([C:23]1[CH:28]=[CH:27][C:26]([N:29]=[C:30]=[O:31])=[CH:25][CH:24]=1)[C:17]1[CH:22]=[CH:21][CH:20]=[CH:19][CH:18]=1>C1COCC1>[CH3:1][N:2]([CH3:15])[CH2:3][CH2:4][N:5]1[C:13]2[C:8](=[CH:9][C:10]([NH:14][C:30]([NH:29][C:26]3[CH:27]=[CH:28][C:23]([O:16][C:17]4[CH:18]=[CH:19][CH:20]=[CH:21][CH:22]=4)=[CH:24][CH:25]=3)=[O:31])=[CH:11][CH:12]=2)[CH:7]=[N:6]1. Procedure: A mixture of 1-(2-dimethylamino-ethyl)-1H-indazol-5-ylamine (42 mg, 0.17 mmol), 4-phenoxyphenyl isocyanate (36 mg, 0.17 mmol) in 2 mL of THF was heated to 50° C. for 6 hours, cool to room temperature and concentrated under reduced pressure. The residue was dissolved in 1.5 mL of a 1:1 mixture of dimethyl sulfoxide/methanol and purified by preparative reverse-phase HPLC. 1H NMR (300 MHz, DMSO-d6) ppm 2.85 (s, 6H), 3.63 (t, J=6.40, 2H), 4.77 (t, J=6.40, 2H), 7.09 (m, 2H), 6.97 (m, 4H), 7.36 (m, 2H... The reactants are C1CCOC1, COC(=O)c1ccc2c(c1)nc(N)c1ncc(CCc3ccc(OC)cc3)cc12. Product: COc1ccc(CCc2cnc3c(N)nc4cc(CO)ccc4c3c2)cc1. RXN SMILES: [CH2:30]1[O:31][CH2:32][CH2:33][CH2:34]1.[NH2:1][c:2]1[n:3][c:4]2[c:5]([c:6]3[cH:7][c:8]([CH2:12][CH2:13][c:14]4[cH:15][cH:16][c:17]([O:20][CH3:21])[cH:18][cH:19]4)[cH:9][n:10][c:11]13)[cH:22][cH:23][c:24]([C:26](=[O:27])[O:28][CH3:29])[cH:25]2>>[NH2:1][c:2]1[n:3][c:4]2[c:5]([c:6]3[cH:7][c:8]([CH2:12][CH2:13][c:14]4[cH:15][cH:16][c:17]([O:20][CH3:21])[cH:18][cH:19]4)[cH:9][n:10][c:11]13)[cH:22][cH:23][c:24]([CH2:26][OH:27])[cH:25]2. The reactants are CN(C)C=O (DMF), C(C)(CC)[Li] (sec-Butyllithium), CN(CCN(CCN(C)C)C)C (N1-(2-(dimethylamino)ethyl)-N1,N2,N2-trimethylethane-1,2-diamine), C(C)(C)(C)[Si](C)(C)OCCC1=CC=C(C=C1)F (tert-butyl(4-fluorophenethoxy)dimethylsilane). Solvent: O1CCCC1 (tetrahydrofuran), O1CCCC1 (tetrahydrofuran). Conditions: temperature -78 celsius, time 2 hour. Product: [Si](C)(C)(C(C)(C)C)OCCC=1C=CC(=C(C=O)C1)F (5-(2-(tert-Butyldimethylsilyloxy)ethyl)-2-fluorobenzaldehyde). Reaction SMILES: C([Li])(CC)C.CN(C)CCN(C)CCN(C)C.[C:18]([Si:22]([O:25][CH2:26][CH2:27][C:28]1[CH:33]=[CH:32][C:31]([F:34])=[CH:30][CH:29]=1)([CH3:24])[CH3:23])([CH3:21])([CH3:20])[CH3:19].CN([CH:38]=[O:39])C>O1CCCC1>[Si:22]([O:25][CH2:26][CH2:27][C:28]1[CH:33]=[CH:32][C:31]([F:34])=[C:30]([CH:29]=1)[CH:38]=[O:39])([C:18]([CH3:21])([CH3:19])[CH3:20])([CH3:23])[CH3:24]. Procedure: sec-Butyllithium (1.4M in cyclohexane, 2.78 ml) was added to dry tetrahydrofuran (10 mL) under nitrogen and the solution cooled to −78° C. N1-(2-(dimethylamino)ethyl)-N1,N2,N2-trimethylethane-1,2-diamine (0.674 g) was added slowly dropwise. A solution of tert-butyl(4-fluorophenethoxy)dimethylsilane (example 100, step a) (0.99 g) in dry tetrahydrofuran (3 mL) was then added dropwise over 5 minutes. Reaction mixture stirred for 2 hours at −78° C. DMF (2.1 ml) was added dropwise over 5 minutes and ... Starting materials: C1=CC(=CC=C1[N+](=O)[O-])O (p-nitrophenol), CN(C1=CC=CC=C1)C (dimethylaniline), C(#N)CNC(C(=O)Cl)=O ([(cyanomethyl)amino]oxoacetyl chloride). The solvent is C(Cl)Cl (methylene chloride), C(Cl)Cl (methylene chloride). Conditions: time 1 hour. Yields the product C(#N)CNC(C(=O)OC1=CC=C(C=C1)[N+](=O)[O-])=O ([(Cyanomethyl)amino]oxoacetic acid, 4-nitrophenyl ester). As a reaction SMILES: [C:1]([CH2:3][NH:4][C:5](=[O:9])[C:6](Cl)=[O:7])#[N:2].[CH:10]1[C:15]([N+:16]([O-:18])=[O:17])=[CH:14][CH:13]=[C:12]([OH:19])[CH:11]=1.CN(C)C1C=CC=CC=1>C(Cl)Cl>[C:1]([CH2:3][NH:4][C:5](=[O:9])[C:6]([O:19][C:12]1[CH:11]=[CH:10][C:15]([N+:16]([O-:18])=[O:17])=[CH:14][CH:13]=1)=[O:7])#[N:2]. Reported procedure: 50 mM of [(cyanomethyl)amino]oxoacetyl chloride dissolved in methylene chloride is added dropwise at 0° to a solution of 40 mM of p-nitrophenol and 40 mM of dimethylaniline in methylene chloride. After stirring for one hour, the reaction mixture is extracted once with dilute hydrochloric acid and twice with water. The dried methylene chloride phase is concentrated under vacuum and yields 4.2 g. of [(cyanomethyl)amino]-oxoacetic acid, 4-nitrophenyl ester as a brown oil which crystallizes upon tri...